This data is from the Open Reaction Database (ORD), a public repository of structured organic reaction records. The task is: describe an organic reaction: reactants, conditions, products, and yield Reactants: O=C([O-])[O-], CCCCCCCOc1ccc(CCl)cc1, CN(C)C=O, CCOC(C)=O, [K+], [K+], O, CCOC(=O)CC1Cc2cc(O)ccc2C1OC. Reaction SMILES: [C:35](=[O:36])([O-:37])[O-:38].[CH2:19]([CH2:20][CH2:21][CH2:22][CH2:23][CH2:24][CH3:25])[O:26][c:27]1[cH:28][cH:29][c:30]([CH2:31][Cl:32])[cH:33][cH:34]1.[CH3:42][N:43]([CH3:44])[CH:45]=[O:46].[CH3:47][CH2:48][O:49][C:50](=[O:51])[CH3:52].[K+:39].[K+:40].[OH2:41].[OH:1][c:2]1[cH:3][c:4]2[c:8]([cH:9][cH:10]1)[CH:7]([O:11][CH3:12])[CH:6]([CH2:13][C:14](=[O:15])[O:16][CH2:17][CH3:18])[CH2:5]2>>[O:1]([c:2]1[cH:3][c:4]2[c:8]([cH:9][cH:10]1)[CH:7]([O:11][CH3:12])[CH:6]([CH2:13][C:14](=[O:15])[O:16][CH2:17][CH3:18])[CH2:5]2)[CH2:31][c:30]1[cH:29][cH:28][c:27]([O:26][CH2:19][CH2:20][CH2:21][CH2:22][CH2:23][CH2:24][CH3:25])[cH:34][cH:33]1. The product is CCCCCCCOc1ccc(COc2ccc3c(c2)CC(CC(=O)OCC)C3OC)cc1. Reactants: CC#N, O=C([O-])C(F)(F)Cl, [Na+], O=[N+]([O-])c1ccc(O)nc1. The product is O=[N+]([O-])c1ccc(OC(F)F)nc1. RXN SMILES: [CH3:19][C:20]#[N:21].[Cl:11][C:12]([C:13]([O-:14])=[O:15])([F:16])[F:17].[Na+:18].[OH:1][c:2]1[n:3][cH:4][c:5]([N+:8](=[O:9])[O-:10])[cH:6][cH:7]1>>[O:1]([c:2]1[n:3][cH:4][c:5]([N+:8](=[O:9])[O-:10])[cH:6][cH:7]1)[CH:12]([F:16])[F:17]. Reaction SMILES: [Cl:1][C:2]1[CH:7]=[CH:6][C:5]([CH2:8][NH:9][CH2:10][CH2:11][NH2:12])=[CH:4][CH:3]=1.[N:13]#[C:14]Br>CO>[ClH:1].[Cl:1][C:2]1[CH:3]=[CH:4][C:5]([CH2:8][N:9]2[CH2:10][CH2:11][N:12]=[C:14]2[NH2:13])=[CH:6][CH:7]=1 |f:3.4|. Procedure details: The amine produced in Procedure 90, 14.5 g. (0.079 mole) was dissolved in 50 ml. of methanol and treated with a solution 9.1 g. (0.086 mole) of cyanogen bromide in 30 ml. of methanol in dropwise fashion. The warm solution was cooled to room temperature which resulted in the formation of a precipitate. The mixture was kept with stirring for 1/2 hr. and then a portion of the solvent was removed by distillation in vacuo. The solid product which separated was collected on a filter, washed with Et2O,... Solvent: CO (methanol), CO (methanol). The product is Cl.ClC1=CC=C(C=C1)CN1C(=NCC1)N (1-[(4-Chlorophenyl)Methyl]-4,5-Dihydro-1H-Imidazol-2-Amine Hydrochloride). Conditions: time 0.5 hour. The reactants are ClC1=CC=C(C=C1)CNCCN (N-[(4-Chlorophenyl)Methyl]Ethylenediamine), N#CBr (cyanogen bromide), solution. Product: N(CC)CC (Et2NH), C(C)(C)(C)OC(N[C@H]1C(N(C[C@H](C1)C1=C(C(=CC=C1)F)F)CC(F)(F)F)=O)=O (tert-butyl[(3R,5R)-5-(2,3-difluorophenyl)-2-oxo-1-(2,2,2-trifluoroethyl)piperidin-3-yl]carbamate), C(C)(C)(C)OC(N[C@@H]1C(N(C[C@@H](C1)C1=C(C(=CC=C1)F)F)CC(F)(F)F)=O)=O (tert-butyl[(3S,5S)-5-(2,3-difluorophenyl)-2-oxo-1-(2,2,2-trifluoroethyl)piperidin-3-yl]carbamate). The reactants are N(=[N+]=[N-])C1C(N(CC(C1)C1=C(C(=CC=C1)F)F)CC(F)(F)F)=O (3-azido-5-(2,3-difluorophenyl)-1-(2,2,2-trifluoroethyl)piperidin-2-one), C(=O)(OC(C)(C)C)OC(=O)OC(C)(C)C (di-tert-butyl dicarbonate). The reagents and catalysts are [Pd] (palladium on carbon). Procedure: To a mixture of (3R,5R & 3S,5S)-3-azido-5-(2,3-difluorophenyl)-1-(2,2,2-trifluoroethyl)piperidin-2-one (6.14 g, 18.4 mmol) and di-tert-butyl dicarbonate (4.81 g, 22.0 mmol) in EtOH (160 mL) was added 10% palladium on carbon (0.98 g, 0.92 mmol) and the resulting mixture was stirred vigorously under an atmosphere of hydrogen (ca. 1 atm) for 18 h. The reaction mixture was filtered through a pad of Celite®, washing with EtOH, and the filtrate was concentrated in vacuo to give a crude solid. The crud... Conditions: time 18 hour. The solvent is CCO (EtOH). Reaction SMILES: [N:1]([CH:4]1[CH2:9][CH:8]([C:10]2[CH:15]=[CH:14][CH:13]=[C:12]([F:16])[C:11]=2[F:17])[CH2:7][N:6]([CH2:18][C:19]([F:22])([F:21])[F:20])[C:5]1=[O:23])=[N+]=[N-].[C:24](O[C:32]([O:34][C:35]([CH3:38])([CH3:37])[CH3:36])=[O:33])([O:26][C:27]([CH3:30])([CH3:29])[CH3:28])=[O:25]>CCO.[Pd]>[NH:6]([CH2:7][CH3:8])[CH2:5][CH3:4].[C:27]([O:26][C:24](=[O:25])[NH:1][C@@H:4]1[CH2:9][C@H:8]([C:10]2[CH:15]=[CH:14][CH:13]=[C:12]([F:16])[C:11]=2[F:17])[CH2:7][N:6]([CH2:18][C:19]([F:22])([F:21])[F:20])[C:5]1=[O:23])([CH3:30])([CH3:29])[CH3:28].[C:35]([O:34][C:32](=[O:33])[NH:1][C@H:4]1[CH2:9][C@@H:8]([C:10]2[CH:15]=[CH:14][CH:13]=[C:12]([F:16])[C:11]=2[F:17])[CH2:7][N:6]([CH2:18][C:19]([F:22])([F:20])[F:21])[C:5]1=[O:23])([CH3:36])([CH3:37])[CH3:38]. The reactants are CC(C)=O, C[Si](C)(CCCCCl)c1ccccc1, [I-], [Na+]. The product is C[Si](C)(CCCCI)c1ccccc1. Reaction SMILES: [CH3:17][C:18](=[O:19])[CH3:20].[CH3:1][Si:2]([c:3]1[cH:4][cH:5][cH:6][cH:7][cH:8]1)([CH2:9][CH2:10][CH2:11][CH2:12][Cl:13])[CH3:14].[I-:16].[Na+:15]>>[CH3:1][Si:2]([c:3]1[cH:4][cH:5][cH:6][cH:7][cH:8]1)([CH2:9][CH2:10][CH2:11][CH2:12][I:16])[CH3:14]. The reactants are NC1=C(C(=O)NC2=C(C(=CC=C2)Br)C)C=C(C=C1F)F (2-amino-N-(3-bromo-2-methylphenyl)-3,5-difluorobenzamide), ClC(Cl)(OC(OC(Cl)(Cl)Cl)=O)Cl (triphosgene), C(=O)(O)[O-].[Na+] (NaHCO3). Solvent: C1CCOC1 (THF). Reaction conditions: time 60 minute. The product is BrC=1C(=C(C=CC1)N1C(NC2=C(C=C(C=C2C1=O)F)F)=O)C (3-(3-bromo-2-methylphenyl)-6,8-difluoroquinazoline-2,4(1H,3H)-dione). Yield: 100.2%. Reaction SMILES: [NH2:1][C:2]1[C:18]([F:19])=[CH:17][C:16]([F:20])=[CH:15][C:3]=1[C:4]([NH:6][C:7]1[CH:12]=[CH:11][CH:10]=[C:9]([Br:13])[C:8]=1[CH3:14])=[O:5].Cl[C:22](Cl)([O:24]C(=O)OC(Cl)(Cl)Cl)Cl.C([O-])(O)=O.[Na+]>C1COCC1>[Br:13][C:9]1[C:8]([CH3:14])=[C:7]([N:6]2[C:4](=[O:5])[C:3]3[C:2](=[C:18]([F:19])[CH:17]=[C:16]([F:20])[CH:15]=3)[NH:1][C:22]2=[O:24])[CH:12]=[CH:11][CH:10]=1 |f:2.3|. Procedure: A solution of 2-amino-N-(3-bromo-2-methylphenyl)-3,5-difluorobenzamide (760 mg, 2.23 mmol) in THF (10 mL) was treated portionwise with triphosgene (722 mg, 2.43 mmol). The solution was stirred at room temperature for 60 min, then was treated dropwise with saturated aqueous NaHCO3 and stirred until no more gas evolution was observed. The organic phase was separated, washed with water, dried and concentrated. The residue was purified by column chromatography on silica gel (40 g), eluting with EtOA...